Dataset: the Open Reaction Database (ORD), a public repository of structured organic reaction records. Task: describe an organic reaction: reactants, conditions, products, and yield The reactants are C(C)(C)N1CCN(CC1)C(=O)[C@@H]1CC[C@@H](CC1)O (cis-(4-isopropyl-piperazin-1-yl)-(4-hydroxy-cyclohexyl)-methanone), C(#N)C1=CC=C(C=C1)O (4-cyanophenol), N(=NC(=O)OC(C)(C)C)C(=O)OC(C)(C)C (di-tert-butyl azodicarboxylate). Run in C1CCOC1 (THF), C1CCOC1 (THF). Conditions: time 72 hour. Product: C(#N)C1=CC=C(O[C@@H]2CC[C@H](CC2)C(=O)N2CCN(CC2)C(C)C)C=C1 (trans-[4-(4-cyano-phenoxy)-cyclohexyl]-(4-isopropyl-piperazin-1-yl)-methanone). As a reaction SMILES: [CH:1]([N:4]1[CH2:9][CH2:8][N:7]([C:10]([C@H:12]2[CH2:17][CH2:16][C@@H:15]([OH:18])[CH2:14][CH2:13]2)=[O:11])[CH2:6][CH2:5]1)([CH3:3])[CH3:2].[C:19]([C:21]1[CH:26]=[CH:25][C:24](O)=[CH:23][CH:22]=1)#[N:20].N(C(OC(C)(C)C)=O)=NC(OC(C)(C)C)=O>C1COCC1>[C:19]([C:21]1[CH:26]=[CH:25][C:24]([O:18][C@H:15]2[CH2:14][CH2:13][C@H:12]([C:10]([N:7]3[CH2:8][CH2:9][N:4]([CH:1]([CH3:3])[CH3:2])[CH2:5][CH2:6]3)=[O:11])[CH2:17][CH2:16]2)=[CH:23][CH:22]=1)#[N:20]. Reported procedure: To a mixture of 1.0 g (3.93 mmol) of cis-(4-isopropyl-piperazin-1-yl)-(4-hydroxy-cyclohexyl)-methanone, 0.515 g (4.3 mmol) of 4-cyanophenol, 1.28 g (4.88 mmol) of triphenylphisphine in 6 ml THF, 1.11 g (4.82 mmol) of di-tert-butyl azodicarboxylate in 6 ml of THF was added at 0° C., and stirred for 72 hr at room temperature. After evaporation, the residue was purified by column chromatography on silica gel eluting with cyclohexane and ethyl acetate=from 1:1 to 1:3, then dichloromethane and methan... The reactants are CC(=O)O[BH-](OC(C)=O)OC(C)=O, CC(=O)O, NCC1CC1, CC(Cl)Cl, [Na+], O, O=Cc1ccn(-c2ccccc2C=Cc2n[nH]c3ccccc23)c1. Yields the product C(=Cc1n[nH]c2ccccc12)c1ccccc1-n1ccc(CNCC2CC2)c1. Reaction SMILES: [C:34]([O:35][BH-:36]([O:37][C:38](=[O:39])[CH3:40])[O:41][C:42](=[O:43])[CH3:44])(=[O:45])[CH3:46].[CH3:30][C:31](=[O:32])[OH:33].[CH:25]1([CH2:28][NH2:29])[CH2:26][CH2:27]1.[Cl:48][CH:49]([Cl:50])[CH3:51].[Na+:47].[OH2:52].[nH:1]1[n:2][c:3]([CH:10]=[CH:11][c:12]2[c:13](-[n:18]3[cH:19][c:20]([CH:23]=[O:24])[cH:21][cH:22]3)[cH:14][cH:15][cH:16][cH:17]2)[c:4]2[cH:5][cH:6][cH:7][cH:8][c:9]12>>[nH:1]1[n:2][c:3]([CH:10]=[CH:11][c:12]2[c:13](-[n:18]3[cH:19][c:20]([CH2:23][NH:29][CH2:28][CH:25]4[CH2:26][CH2:27]4)[cH:21][cH:22]3)[cH:14][cH:15][cH:16][cH:17]2)[c:4]2[cH:5][cH:6][cH:7][cH:8][c:9]12.